Dataset: the Open Reaction Database (ORD), a public repository of structured organic reaction records. Task: describe an organic reaction: reactants, conditions, products, and yield Reactants: COS(=O)(=O)OC, Cc1ccccc1, OCc1c(F)c(F)c(CO)c(F)c1F, [Na+], [OH-], O. The product is COCc1c(F)c(F)c(CO)c(F)c1F. Reaction SMILES: [CH3:18][O:19][S:20]([O:21][CH3:22])(=[O:23])=[O:24].[CH3:25][c:26]1[cH:27][cH:28][cH:29][cH:30][cH:31]1.[F:1][c:2]1[c:3]([CH2:13][OH:14])[c:4]([F:12])[c:5]([F:11])[c:6]([CH2:9][OH:10])[c:7]1[F:8].[Na+:17].[OH-:16].[OH2:15]>>[F:1][c:2]1[c:3]([CH2:13][O:14][CH3:18])[c:4]([F:12])[c:5]([F:11])[c:6]([CH2:9][OH:10])[c:7]1[F:8]. Starting materials: CC(C)(C)OC(=O)CNC(=O)C1=C(O)c2ccc(C#N)cc2C(C)(C)C1=O, O=C(O)C(F)(F)F, O. The product is CC1(C)C(=O)C(C(=O)NCC(=O)O)=C(O)c2ccc(C#N)cc21. As a reaction SMILES: [C:1](#[N:2])[c:3]1[cH:4][cH:5][c:6]2[c:11]([cH:12]1)[C:10]([CH3:13])([CH3:14])[C:9](=[O:15])[C:8]([C:16](=[O:17])[NH:18][CH2:19][C:20](=[O:21])[O:22][C:23]([CH3:24])([CH3:25])[CH3:26])=[C:7]2[OH:27].[F:28][C:29]([F:30])([F:31])[C:32]([OH:33])=[O:34].[OH2:35]>>[C:1](#[N:2])[c:3]1[cH:4][cH:5][c:6]2[c:11]([cH:12]1)[C:10]([CH3:13])([CH3:14])[C:9](=[O:15])[C:8]([C:16](=[O:17])[NH:18][CH2:19][C:20](=[O:21])[OH:22])=[C:7]2[OH:27]. Starting materials: ClC1=C(N)C=C(C(=C1)F)N1C(N(C(=CC1=O)C(F)(F)F)C)=O (2-chloro-4-fluoro-5-[3-methyl-2,6-dioxo-4-(trifluoromethyl)-1,2,3,6-tetrahydropyrimidin-1-yl]aniline), COC1=CC(=NC(=N1)S(=O)(=O)C)OCC(=O)OC (6-methoxy-4-(methoxycarbonyl)methoxy-2-methylsulfonylpyrimidine), CN(C=O)C (N,N-dimethylformamide), C([O-])([O-])=O.[K+].[K+] (potassium carbonate). Run in O (water). Conditions: temperature 80 celsius, time 5 hour. Yields the product ClC1=C(C=C(C(=C1)F)N1C(N(C(=CC1=O)C(F)(F)F)C)=O)NC1=NC(=CC(=N1)OCC(=O)OC)OC (2-{2-chloro-4-fluoro-5-[3-methyl-2,6-dioxo-4-(trifluoromethyl)-1,2,3,6-tetrahydropyrimidin-1-yl]phenylamino}-6-methoxy-4-(methoxycarbonyl)methoxypyrimidine). Yield: 15.5%. RXN SMILES: [Cl:1][C:2]1[CH:8]=[C:7]([F:9])[C:6]([N:10]2[C:15](=[O:16])[CH:14]=[C:13]([C:17]([F:20])([F:19])[F:18])[N:12]([CH3:21])[C:11]2=[O:22])=[CH:5][C:3]=1[NH2:4].[CH3:23][O:24][C:25]1[N:30]=[C:29](S(C)(=O)=O)[N:28]=[C:27]([O:35][CH2:36][C:37]([O:39][CH3:40])=[O:38])[CH:26]=1.CN(C)C=O.C(=O)([O-])[O-].[K+].[K+]>O>[Cl:1][C:2]1[CH:8]=[C:7]([F:9])[C:6]([N:10]2[C:15](=[O:16])[CH:14]=[C:13]([C:17]([F:19])([F:18])[F:20])[N:12]([CH3:21])[C:11]2=[O:22])=[CH:5][C:3]=1[NH:4][C:29]1[N:28]=[C:27]([O:35][CH2:36][C:37]([O:39][CH3:40])=[O:38])[CH:26]=[C:25]([O:24][CH3:23])[N:30]=1 |f:3.4.5|. Procedure details: To a mixture of 400 mg of 2-chloro-4-fluoro-5-[3-methyl-2,6-dioxo-4-(trifluoromethyl)-1,2,3,6-tetrahydropyrimidin-1-yl]aniline, 360 mg of 6-methoxy-4-(methoxycarbonyl)methoxy-2-methylsulfonylpyrimidine and 2 ml of N,N-dimethylformamide, 196 mg of potassium carbonate was added, and the mixture was stirred for 5 hours at 80° C. The reaction solution was cooled to room temperature, then, this reaction solution was poured into water, and extracted with ethyl acetate. The organic layer was washed wit...